Dataset: the Open Reaction Database (ORD), a public repository of structured organic reaction records. Task: describe an organic reaction: reactants, conditions, products, and yield The reactants are CCCC(C)COc1ccc(C(COC(C)=O)NC(=O)C(C)c2ccccc2)cc1, C[O-], CO, [Na+]. Product: CCCC(C)COc1ccc(C(CO)NC(=O)C(C)c2ccccc2)cc1. As a reaction SMILES: [C:1](=[O:2])([CH3:3])[O:4][CH2:5][CH:6]([NH:7][C:8]([CH:9]([CH3:10])[c:11]1[cH:12][cH:13][cH:14][cH:15][cH:16]1)=[O:17])[c:18]1[cH:19][cH:20][c:21]([O:24][CH2:25][CH:26]([CH2:27][CH2:28][CH3:29])[CH3:30])[cH:22][cH:23]1.[CH3:31][O-:32].[CH3:34][OH:35].[Na+:33]>>[OH:4][CH2:5][CH:6]([NH:7][C:8]([CH:9]([CH3:10])[c:11]1[cH:12][cH:13][cH:14][cH:15][cH:16]1)=[O:17])[c:18]1[cH:19][cH:20][c:21]([O:24][CH2:25][CH:26]([CH2:27][CH2:28][CH3:29])[CH3:30])[cH:22][cH:23]1. Reactants: [Cl-].[Al+3].[Cl-].[Cl-] (Aluminium chloride), C1(=CC=CC=C1)CCCCCCCCO (8-phenyl-1-octanol), BrCC(=O)Br (bromo acetylbromide), ice water, Cl (hydrochloric acid). The solvent is ClCCl (dichloromethane). Conditions: temperature 0 celsius, time 8 hour. Product: BrCC(=O)C1=CC=C(C=C1)CCCCCCCCO (2-Bromo-1-[4-(8-hydroxyoctyl)phenyl]ethanone). As a reaction SMILES: [Cl-].[Al+3].[Cl-].[Cl-].[C:5]1([CH2:11][CH2:12][CH2:13][CH2:14][CH2:15][CH2:16][CH2:17][CH2:18][OH:19])[CH:10]=[CH:9][CH:8]=[CH:7][CH:6]=1.[Br:20][CH2:21][C:22](Br)=[O:23].Cl>ClCCl>[Br:20][CH2:21][C:22]([C:8]1[CH:9]=[CH:10][C:5]([CH2:11][CH2:12][CH2:13][CH2:14][CH2:15][CH2:16][CH2:17][CH2:18][OH:19])=[CH:6][CH:7]=1)=[O:23] |f:0.1.2.3|. Procedure: Aluminium chloride (200 mg, 1.50 mmol, 3.0 eq.) was suspended in dry dichloromethane (8 mL) and cooled to 0° C. 8-phenyl-1-octanol (0.11 mL, 0.50 mmol) and bromo acetylbromide (53 μL, 0.60 mmol, 1.2 eq.) were added dropwise. After 20 min the mixture was warmed to r.t. and stirred overnight. The reaction was stopped by pouring the solution into a mixture of ice water (25 mL) and concentrated hydrochloric acid (10 mL). The phases were separated and the aqueous layer was extracted with dichlorometh... Starting materials: CCOC(C)=O, CCOCC, CN(C)C=O, ClCCN1CCOCC1, Cl, Cl, [H-], [Na+], O, ON=C(c1ccccc1)c1cc2ccncc2[nH]1. Yields the product Cl, c1ccc(C(=NOCCN2CCOCC2)c2cc3ccncc3[nH]2)cc1. RXN SMILES: [CH3:37][CH2:38][O:39][C:40](=[O:41])[CH3:42].[CH3:43][CH2:44][O:45][CH2:46][CH3:47].[CH:32]([N:33]([CH3:34])[CH3:35])=[O:36].[Cl:22][CH2:23][CH2:24][N:25]1[CH2:26][CH2:27][O:28][CH2:29][CH2:30]1.[ClH:21].[ClH:31].[H-:19].[Na+:20].[OH2:48].[c:1]1([C:7](=[N:8][OH:9])[c:10]2[cH:11][c:12]3[c:13]([cH:14][n:15][cH:16][cH:17]3)[nH:18]2)[cH:2][cH:3][cH:4][cH:5][cH:6]1>>[ClH:22].[c:1]1([C:7](=[N:8][O:9][CH2:23][CH2:24][N:25]2[CH2:26][CH2:27][O:28][CH2:29][CH2:30]2)[c:10]2[cH:11][c:12]3[c:13]([cH:14][n:15][cH:16][cH:17]3)[nH:18]2)[cH:2][cH:3][cH:4][cH:5][cH:6]1. The reactants are NCC(=O)O (glycine), C(C1=CC=CC=C1)=O (benzaldehyde), C(C1=CC=CC=C1)=O (benzaldehyde), NCC(=O)O (glycine), aldehyde, NCC(=O)O (glycine). The solvent is O (water), O (water), O (water). Reaction conditions: time 16.5 hour. The product is alkaline earth metal salt, C(C1=CC=CC=C1)=N[C@@H](C(O)C1=CC=CC=C1)C(=O)O (N-benzylidene-β-phenylserine). As a reaction SMILES: [NH2:1][CH2:2][C:3]([OH:5])=[O:4].[CH:6](=[O:13])[C:7]1[CH:12]=[CH:11][CH:10]=[CH:9][CH:8]=1>O>[CH:6](=[N:1][C@H:2]([C:3]([OH:5])=[O:4])[CH:6]([C:7]1[CH:12]=[CH:11][CH:10]=[CH:9][CH:8]=1)[OH:13])[C:7]1[CH:12]=[CH:11][CH:10]=[CH:9][CH:8]=1. Procedure: In the process of this invention, there is no particular limitation on the sequence of charging the starting materials, the solvent, and the other materials. For example, an organic solvent having dissolved therein glycine, water and the aldehyde and optionally the phase transfer catalyst are charged, and with stirring, the alkali as a solid or an aqueous solution is charged or added dropwise to perform the reaction. Alternatively, it is possible to dissolve glycine in water and the alkali, and ... Reactants: C(C)(C)(C)OC(=O)NC=1C(OC2=C(C1C1=C(C=CC=C1)C)C=C1C(=C2)CCC1)=O (3-tert-butyloxycarbonylamino-4-(2methylphenyl) -7,8-dihydro-6H-cyclopenta [g] [1 ]benzopyran-2-one), FC(C(=O)O)(F)F (trifluoroacetic acid). The solvent is ClCCl (dichloromethane). Yields the product NC=1C(OC2=C(C1C1=C(C=CC=C1)C)C=C1C(=C2)CCC1)=O (3-amino-4-(2-methylphenyl)-7,8-dihydro-6H-cyclopenta[g] [1]-benzopyran-2-one). The yield is 98.3%. As a reaction SMILES: C(OC([NH:8][C:9]1[C:10](=[O:29])[O:11][C:12]2[CH:25]=[C:24]3[CH2:26][CH2:27][CH2:28][C:23]3=[CH:22][C:13]=2[C:14]=1[C:15]1[CH:20]=[CH:19][CH:18]=[CH:17][C:16]=1[CH3:21])=O)(C)(C)C.FC(F)(F)C(O)=O>ClCCl>[NH2:8][C:9]1[C:10](=[O:29])[O:11][C:12]2[CH:25]=[C:24]3[CH2:26][CH2:27][CH2:28][C:23]3=[CH:22][C:13]=2[C:14]=1[C:15]1[CH:20]=[CH:19][CH:18]=[CH:17][C:16]=1[CH3:21]. Procedure: To a solution of 3-tert-butyloxycarbonylamino-4-(2methylphenyl) -7,8-dihydro-6H-cyclopenta [g] [1 ]benzopyran-2-one (2.05 g) in dichloromethane (20 ml) was added trifluoroacetic acid (10 ml) dropwise with ice-cooling. The mixture was stirred under ice-cooling for 1 hour, after which the solvent was distilled off. The residue was diluted with water, neutralized with saturated aqueous solution of NaHCO3 and extracted with chloroform. The extract was washed with water and dried (MgSO4) and the solv... Starting materials: BrC=1C=C(C(=NC1)NC=1SC=C(N1)CCC(=O)O)OC1=CC=CC=C1 (3-(2-(5-bromo-3-phenoxypyridin-2-ylamino)thiazol-4-yl)propanoic acid), C=1C=CC2=C(C1)N=NN2O.O (HOBT H2O), CCN(C(C)C)C(C)C (DIEA), CCN=C=NCCCN(C)C (EDCI), CN (methanamine). Run in C(C)#N (acetonitrile). Run at time 5 hour. Yields the product BrC=1C=C(C(=NC1)NC=1SC=C(N1)CCC(=O)NC)OC1=CC=CC=C1 (3-(2-(5-bromo-3-phenoxypyridin-2-ylamino)thiazol-4-yl)-N-methylpropanamide). Yield: 69.8%. RXN SMILES: [Br:1][C:2]1[CH:3]=[C:4]([O:19][C:20]2[CH:25]=[CH:24][CH:23]=[CH:22][CH:21]=2)[C:5]([NH:8][C:9]2[S:10][CH:11]=[C:12]([CH2:14][CH2:15][C:16]([OH:18])=O)[N:13]=2)=[N:6][CH:7]=1.C1C=CC2N(O)N=[N:32][C:30]=2C=1.O.CCN(C(C)C)C(C)C.CCN=C=NCCCN(C)C.CN>C(#N)C>[Br:1][C:2]1[CH:3]=[C:4]([O:19][C:20]2[CH:25]=[CH:24][CH:23]=[CH:22][CH:21]=2)[C:5]([NH:8][C:9]2[S:10][CH:11]=[C:12]([CH2:14][CH2:15][C:16]([NH:32][CH3:30])=[O:18])[N:13]=2)=[N:6][CH:7]=1 |f:1.2|. Reported procedure: A mixture of 3-(2-(5-bromo-3-phenoxypyridin-2-ylamino)thiazol-4-yl)propanoic acid (0.100 g, 0.238 mmol) (Example 315) HOBT-H2O (0.0547 g, 0.357 mmol), DIEA (d 0.742) (0.0870 mL, 0.500 mmol), EDCI (0.0684 g, 0.357 mmol), and methanamine (0.238 mL, 0.476 mmol) in 10 mL acetonitrile was stirred at ambient temperature for 5 hours and then heated at 50° C. overnight. The mixture was concentrated to a residue, dissolved in THF and precipitated with the addition of water. The solids were filtered, wash... The reactants are CC([O-])=S, CC(C)(C)OC(=O)N1CCC(OS(C)(=O)=O)CC1, [K+], CN(C)C=O, O. The product is CC(=O)SC1CCN(C(=O)OC(C)(C)C)CC1. As a reaction SMILES: [C:19]([CH3:20])(=[S:21])[O-:22].[C:1]([CH3:2])([CH3:3])([CH3:4])[O:5][C:6](=[O:7])[N:8]1[CH2:9][CH2:10][CH:11]([O:14][S:15]([CH3:16])(=[O:17])=[O:18])[CH2:12][CH2:13]1.[K+:23].[O:24]=[CH:25][N:26]([CH3:27])[CH3:28].[OH2:29]>>[C:1]([CH3:2])([CH3:3])([CH3:4])[O:5][C:6](=[O:7])[N:8]1[CH2:9][CH2:10][CH:11]([S:21][C:19]([CH3:20])=[O:22])[CH2:12][CH2:13]1. Reactants: CCOC(=O)c1ccc(O)c(OC)c1, ClCCl, CCOC(C)=O, Cl, O=S(=O)(OS(=O)(=O)C(F)(F)F)C(F)(F)F, c1ccncc1. The product is CCOC(=O)c1ccc(OS(=O)(=O)C(F)(F)F)c(OC)c1. As a reaction SMILES: [C:16]([c:17]1[cH:18][c:19]([O:20][CH3:21])[c:22]([OH:23])[cH:24][cH:25]1)(=[O:26])[O:27][CH2:28][CH3:29].[CH2:37]([Cl:38])[Cl:39].[CH3:40][CH2:41][O:42][C:43](=[O:44])[CH3:45].[ClH:36].[F:1][C:2]([F:3])([F:4])[S:5](=[O:6])(=[O:7])[O:8][S:9]([C:10]([F:11])([F:12])[F:13])(=[O:14])=[O:15].[cH:30]1[cH:31][cH:32][n:33][cH:34][cH:35]1>>[F:1][C:2]([F:3])([F:4])[S:5](=[O:6])(=[O:7])[O:8][c:22]1[c:19]([O:20][CH3:21])[cH:18][c:17]([C:16](=[O:26])[O:27][CH2:28][CH3:29])[cH:25][cH:24]1. The reactants are FC(F)(F)c1cc(Br)cc(CBr)c1, CN(C)C=O, [H-], [Na+], O, CC(C)(C)OC(=O)N1CCC(CO)(c2ccccc2)CC1. Yields the product CC(C)(C)OC(=O)N1CCC(COCc2cc(Br)cc(C(F)(F)F)c2)(c2ccccc2)CC1. As a reaction SMILES: [Br:1][c:2]1[cH:3][c:4]([CH2:12][Br:13])[cH:5][c:6]([C:8]([F:9])([F:10])[F:11])[cH:7]1.[CH3:37][N:38]([CH3:39])[CH:40]=[O:41].[H-:35].[Na+:36].[OH2:42].[OH:14][CH2:15][C:16]1([c:29]2[cH:30][cH:31][cH:32][cH:33][cH:34]2)[CH2:17][CH2:18][N:19]([C:22](=[O:23])[O:24][C:25]([CH3:26])([CH3:27])[CH3:28])[CH2:20][CH2:21]1>>[Br:1][c:2]1[cH:3][c:4]([CH2:12][O:14][CH2:15][C:16]2([c:29]3[cH:30][cH:31][cH:32][cH:33][cH:34]3)[CH2:17][CH2:18][N:19]([C:22](=[O:23])[O:24][C:25]([CH3:26])([CH3:27])[CH3:28])[CH2:20][CH2:21]2)[cH:5][c:6]([C:8]([F:9])([F:10])[F:11])[cH:7]1. Reactants: C1(=CC=CC=C1)C1(CCCC1)C(=O)O (1-phenylcyclopentanecarboxylic acid), CC(C(C(=O)N[C@H]1CC[C@H]2CN(C[C@H]21)CC2=CC(=CC=C2)C(F)(F)F)C2=CC=CC=C2)C (3-methyl-2-phenyl-N-{(3aS*,4S*,6aR*)-2-[3-(trifluoromethyl)benzyl]octahydrocyclopenta[c]pyrrol-4-yl}butanamide), C(C1=CC=CC=C1)N1C[C@H]2[C@@H](C1)C(CC2)N ((3aS*,6aR*)-2-benzyloctahydrocyclopenta[c]pyrrol-4-amine). The product is FC(C=1C=C(CN2C[C@H]3[C@@H](C2)[C@H](CC3)NC(=O)C3CCCCC3)C=CC1)(F)F (N-{(3aS*,4S*,6aR*)-2-[3-(trifluoromethyl)benzyl]octahydrocyclopenta[c]pyrrol-4-yl}cyclohexanecarboxamide). RXN SMILES: C1(C2(C(O)=O)CCCC2)C=CC=CC=1.C[CH:16](C)[CH:17]([C:40]1C=C[CH:43]=[CH:42][CH:41]=1)[C:18]([NH:20][C@@H:21]1[C@H:28]2[C@H:24]([CH2:25][N:26]([CH2:29][C:30]3[CH:35]=[CH:34][CH:33]=[C:32]([C:36]([F:39])([F:38])[F:37])[CH:31]=3)[CH2:27]2)[CH2:23][CH2:22]1)=[O:19].C(N1C[C@H]2C(N)CC[C@H]2C1)C1C=CC=CC=1>>[F:37][C:36]([F:38])([F:39])[C:32]1[CH:31]=[C:30]([CH:35]=[CH:34][CH:33]=1)[CH2:29][N:26]1[CH2:27][C@H:28]2[C@@H:21]([NH:20][C:18]([CH:17]3[CH2:16][CH2:43][CH2:42][CH2:41][CH2:40]3)=[O:19])[CH2:22][CH2:23][C@H:24]2[CH2:25]1. Procedure: The title compound was prepared by substituting cyclohexanecarboxylic acid for 1-phenylcyclopentanecarboxylic acid and (3aS*,4S*,6aR*)-2-(3-(trifluoromethyl)benzyl)octahydrocyclopenta[c]pyrrol-4-amine from Example 122 Step E for (3aS*,6aR*)-2-benzyloctahydrocyclopenta[c]pyrrol-4-amine in the procedure described for Example 1: 1H NMR (500 MHz, pyridine-d5) δ ppm 7.74 (d, J=6.1, 1H), 7.71 (s, 1H), 7.62 (d, J=7.7, 1H), 7.57 (d, J=9.2, 1H), 7.47 (t, J=7.7, 1H), 4.48-4.41 (m, 1H), 3.53 (d, J=13.2, 1H...